The task is: describe an organic reaction: reactants, conditions, products, and yield. This data is from the Open Reaction Database (ORD), a public repository of structured organic reaction records. Reactants: Oc1ccc(Br)nc1, OB(O)c1ccc(Br)cc1F, COCCOC, Cl[Pd]Cl, c1ccc(P(c2ccccc2)c2ccccc2)cc1, c1ccc(P(c2ccccc2)c2ccccc2)cc1. Yields the product Oc1ccc(-c2ccc(Br)cc2F)nc1. Reaction SMILES: [Br:1][c:2]1[n:3][cH:4][c:5]([OH:8])[cH:6][cH:7]1.[Br:9][c:10]1[cH:11][c:12]([F:19])[c:13]([B:16]([OH:17])[OH:18])[cH:14][cH:15]1.[CH3:20][O:21][CH2:22][CH2:23][O:24][CH3:25].[Pd:26]([Cl:27])[Cl:28].[c:29]1([P:30]([c:31]2[cH:32][cH:33][cH:34][cH:35][cH:36]2)[c:37]2[cH:38][cH:39][cH:40][cH:41][cH:42]2)[cH:43][cH:44][cH:45][cH:46][cH:47]1.[c:48]1([P:49]([c:50]2[cH:51][cH:52][cH:53][cH:54][cH:55]2)[c:56]2[cH:57][cH:58][cH:59][cH:60][cH:61]2)[cH:62][cH:63][cH:64][cH:65][cH:66]1>>[c:2]1(-[c:13]2[c:12]([F:19])[cH:11][c:10]([Br:9])[cH:15][cH:14]2)[n:3][cH:4][c:5]([OH:8])[cH:6][cH:7]1. The reactants are C(C)OC=1NCCC1 (2-ethoxypyrroline), ClC1=C(C=CC=C1)C1C(C(NC(=C1)C)COCCN1CCNCC1)(C(=O)OC)C(=O)OCC (4-(2-Chlorophenyl)-3-(ethoxycarbonyl)-3-(methoxycarbonyl)-6-methyl-2-[2-(piperazin-1-yl)ethoxymethyl]-1,4-dihydropyridine), C(C)O (ethanol), oxalate salt, C(C(=O)O)(=O)O (oxalic acid), C(C)O (ethanol). The product is N1=C(CCC1)N1CCN(CC1)CCOCC=1NC(=C(C(C1C(=O)OCC)C1=C(C=CC=C1)Cl)C(=O)OC)C (2-[2-(4-(1-Pyrrolin-2-yl)-piperazin-1-yl)ethoxymethyl]-4-(2-chlorophenyl)-3-ethoxycarbonyl-5-methoxycarbonyl-6-methyl-1,4-dihydropyridine). As a reaction SMILES: [Cl:1][C:2]1[CH:7]=[CH:6][CH:5]=[CH:4][C:3]=1[CH:8]1[CH:13]=[C:12]([CH3:14])[NH:11][CH:10]([CH2:15][O:16][CH2:17][CH2:18][N:19]2[CH2:24][CH2:23][NH:22][CH2:21][CH2:20]2)[C:9]1([C:29]([O:31][CH2:32][CH3:33])=[O:30])C(OC)=O.[C:34]([OH:39])(=[O:38])C(O)=O.C(O[C:43]1[NH:44][CH2:45][CH2:46][CH:47]=1)C.[CH2:48](O)C>>[N:44]1[CH2:45][CH2:46][CH2:47][C:43]=1[N:22]1[CH2:21][CH2:20][N:19]([CH2:18][CH2:17][O:16][CH2:15][C:10]2[NH:11][C:12]([CH3:14])=[C:13]([C:34]([O:39][CH3:48])=[O:38])[CH:8]([C:3]3[CH:4]=[CH:5][CH:6]=[CH:7][C:2]=3[Cl:1])[C:9]=2[C:29]([O:31][CH2:32][CH3:33])=[O:30])[CH2:24][CH2:23]1. Procedure details: 4-(2-Chlorophenyl)-3-(ethoxycarbonyl)-3-(methoxycarbonyl)-6-methyl-2-[2-(piperazin-1-yl)ethoxymethyl]-1,4-dihydropyridine (0.7 g) was dissolved in 10 ml of ethanol and converted to the oxalate salt by addition of a solution of 0.15 g of oxalic acid in 5 ml of ethanol. To this suspension was added 0.12 g of 2-ethoxypyrroline and the mixture was refluxed for 18 hours. The reaction mixture was then filtered through "Solka-floc" (Trade Mark) and evaporated to dryness. The resultant solid was basifie... Starting materials: S1C(=NC=C1)[Li] (2-thiazolyl lithium), COC=1C=C(C=NC2=CC=NC=C2)C=CC1OC (4-(3,4-dimethoxybenzylideneamino)pyridine). Procedure: The title compound is prepared in a similar manner to Examples 5, 6 and 7 by reacting 2-thiazolyl lithium (obtained from 2-bromothiazole and butyl lithium) with 4-(3,4-dimethoxybenzylideneamino)pyridine. The product is COC=1C=C(C(C=2SC=CN2)NC2=CC=NC=C2)C=CC1OC (N-[3,4-dimethoxy-α-(2-thiazolyl)benzyl]-4-pyridinamine). As a reaction SMILES: [S:1]1[CH:5]=[CH:4][N:3]=[C:2]1[Li].[CH3:7][O:8][C:9]1[CH:10]=[C:11]([CH:20]=[CH:21][C:22]=1[O:23][CH3:24])[CH:12]=[N:13][C:14]1[CH:19]=[CH:18][N:17]=[CH:16][CH:15]=1>>[CH3:7][O:8][C:9]1[CH:10]=[C:11]([CH:20]=[CH:21][C:22]=1[O:23][CH3:24])[CH:12]([NH:13][C:14]1[CH:15]=[CH:16][N:17]=[CH:18][CH:19]=1)[C:2]1[S:1][CH:5]=[CH:4][N:3]=1. Product: COC1=C(C=2C3=C(C(NC2C=C1)=O)SC=C3)C3=CC=C(C=C3)S(=O)(=O)N(C)C (4-(8-Methoxy-4-oxo-4,5-dihydrothieno[2,3-c]quinolin-9-yl)-N,N-dimethylbenzenesulfonamide). Procedure details: Following General Procedure B, 9-bromo-8-methoxythieno[2,3-c]quinolin-4(5H)-one (100 mg, 0.32 mmol) was reacted with N,N-dimethyl-4-(4,4,5,5-tetramethyl-1,3,2-dioxaborolan-2-yl)benzenesulfonamide (110 mg, 0.35 mmol) to afford the desired product (33 mg, crude) as a brown solid: ESI MS m/z 415 [C20H8N2O4S2+H]+. Reaction SMILES: Br[C:2]1[C:3]2[C:4]3[CH:17]=[CH:16][S:15][C:5]=3[C:6](=[O:14])[NH:7][C:8]=2[CH:9]=[CH:10][C:11]=1[O:12][CH3:13].[CH3:18][N:19]([CH3:38])[S:20]([C:23]1[CH:28]=[CH:27][C:26](B2OC(C)(C)C(C)(C)O2)=[CH:25][CH:24]=1)(=[O:22])=[O:21]>>[CH3:13][O:12][C:11]1[CH:10]=[CH:9][C:8]2[NH:7][C:6](=[O:14])[C:5]3[S:15][CH:16]=[CH:17][C:4]=3[C:3]=2[C:2]=1[C:26]1[CH:25]=[CH:24][C:23]([S:20]([N:19]([CH3:38])[CH3:18])(=[O:21])=[O:22])=[CH:28][CH:27]=1. The reactants are BrC=1C=2C3=C(C(NC2C=CC1OC)=O)SC=C3 (9-bromo-8-methoxythieno[2,3-c]quinolin-4(5H)-one), CN(S(=O)(=O)C1=CC=C(C=C1)B1OC(C(O1)(C)C)(C)C)C (N,N-dimethyl-4-(4,4,5,5-tetramethyl-1,3,2-dioxaborolan-2-yl)benzenesulfonamide). Yield: 24.9%. Reaction SMILES: [CH:1]1([CH2:7][S:8](=[O:9])(=[O:10])[N:11]2[CH:12]([C:17]([NH2:18])=[N:19][OH:20])[CH2:13][CH2:14][CH2:15][CH2:16]2)[CH2:2][CH2:3][CH2:4][CH2:5][CH2:6]1.[O:21]=[C:22]1[N:23]([CH2:32][c:33]2[cH:34][cH:35][c:36]([C:38](=[O:39])[OH:40])[o:37]2)[C:24](=[O:31])[c:25]2[cH:26][cH:27][cH:28][cH:29][c:30]21>>[CH:1]1([CH2:7][S:8](=[O:9])(=[O:10])[N:11]2[CH:12]([C:17]([NH2:18])=[N:19][O:20][C:38]([c:36]3[cH:35][cH:34][c:33]([CH2:32][N:23]4[C:22](=[O:21])[c:30]5[c:25]([cH:26][cH:27][cH:28][cH:29]5)[C:24]4=[O:31])[o:37]3)=[O:39])[CH2:13][CH2:14][CH2:15][CH2:16]2)[CH2:2][CH2:3][CH2:4][CH2:5][CH2:6]1. Yields the product NC(=NOC(=O)c1ccc(CN2C(=O)c3ccccc3C2=O)o1)C1CCCCN1S(=O)(=O)CC1CCCCC1. Starting materials: NC(=NO)C1CCCCN1S(=O)(=O)CC1CCCCC1, O=C(O)c1ccc(CN2C(=O)c3ccccc3C2=O)o1. Reactants: O=C([O-])[O-], O=C([O-])[O-], CN(C)C=O, CCO, [Ca+2], [N-]=[N+]=NCc1ccc2c(NC(=O)c3ccccc3)nccc2c1, [Pd+2]. Yields the product NCc1ccc2c(NC(=O)c3ccccc3)nccc2c1. As a reaction SMILES: [C:32](=[O:33])([O-:34])[O-:35].[C:38](=[O:39])([O-:40])[O-:41].[CH3:24][N:25]([CH3:26])[CH:27]=[O:28].[CH3:29][CH2:30][OH:31].[Ca+2:36].[N:1](=[N+:2]=[N-:3])[CH2:4][c:5]1[cH:6][c:7]2[cH:8][cH:9][n:10][c:11]([NH:15][C:16]([c:17]3[cH:18][cH:19][cH:20][cH:21][cH:22]3)=[O:23])[c:12]2[cH:13][cH:14]1.[Pd+2:37]>>[NH2:1][CH2:4][c:5]1[cH:6][c:7]2[cH:8][cH:9][n:10][c:11]([NH:15][C:16]([c:17]3[cH:18][cH:19][cH:20][cH:21][cH:22]3)=[O:23])[c:12]2[cH:13][cH:14]1. Starting materials: ClC1=CC=C(C=C1)N1N=C2CCCCC2=C1C(C(=O)O)C1CCCCC1 ([2-(4-chloro-phenyl)-4,5,6,7-tetrahydro-2H-indazol-3-yl]-cyclohexyl-acetic acid), COC(C1=CC(=C(C=C1)N)C(F)(F)F)=O (4-amino-3-trifluoromethyl-benzoic acid methyl ester), acid chloride, S(=O)(Cl)Cl (thionyl chloride). Reagents/catalysts: CN(C)C=1C=CN=CC1 (DMAP). The product is COC(C1=CC(=C(C=C1)NC(C(C1CCCCC1)C=1N(N=C2CCCCC12)C1=CC=C(C=C1)Cl)=O)C(F)(F)F)=O ([rac]-4-{2-[2-(4-Chloro-phenyl)-4,5,6,7-tetrahydro-2H-indazol-3-yl]-2-cyclohexyl-acetylamino}-3-trifluoromethyl-benzoic acid methyl ester). Reaction SMILES: [Cl:1][C:2]1[CH:7]=[CH:6][C:5]([N:8]2[C:16]([CH:17]([CH:21]3[CH2:26][CH2:25][CH2:24][CH2:23][CH2:22]3)[C:18](O)=[O:19])=[C:15]3[C:10]([CH2:11][CH2:12][CH2:13][CH2:14]3)=[N:9]2)=[CH:4][CH:3]=1.S(Cl)(Cl)=O.[CH3:31][O:32][C:33](=[O:45])[C:34]1[CH:39]=[CH:38][C:37]([NH2:40])=[C:36]([C:41]([F:44])([F:43])[F:42])[CH:35]=1>CN(C1C=CN=CC=1)C>[CH3:31][O:32][C:33](=[O:45])[C:34]1[CH:39]=[CH:38][C:37]([NH:40][C:18](=[O:19])[CH:17]([C:16]2[N:8]([C:5]3[CH:4]=[CH:3][C:2]([Cl:1])=[CH:7][CH:6]=3)[N:9]=[C:10]3[C:15]=2[CH2:14][CH2:13][CH2:12][CH2:11]3)[CH:21]2[CH2:26][CH2:25][CH2:24][CH2:23][CH2:22]2)=[C:36]([C:41]([F:43])([F:42])[F:44])[CH:35]=1. Procedure details: In analogy to the procedure described in example 6, [2-(4-chloro-phenyl)-4,5,6,7-tetrahydro-2H-indazol-3-yl]-cyclohexyl-acetic acid (example 5.1) was converted into the corresponding acid chloride with thionyl chloride which subsequently reacted with 4-amino-3-trifluoromethyl-benzoic acid methyl ester (CAS Reg. No. 34040-64-7 167760-75-0) in the presence of DMAP to give the title compound as yellow oil. MS: m/e=574.4 [M+H+]. Reactants: N(C(=O)C)C1=CC=CC2=CC=C(C=C12)O (1-acetamino-7-hydroxy-naphthalene), C(C)C(CBr)CCCC (2-ethylhexyl bromide), C([O-])([O-])=O.[K+].[K+] (potassium carbonate). Solvent: CN(C=O)C (dimethylformamide). Yields the product N(C(=O)C)C1=CC=CC2=CC=C(C=C12)OCC(CCCC)CC (1-acetamino-7-(2-ethylhexyloxy)naphthalene). Isolated yield 81.2%. As a reaction SMILES: [NH:1]([C:5]1[C:14]2[C:9](=[CH:10][CH:11]=[C:12]([OH:15])[CH:13]=2)[CH:8]=[CH:7][CH:6]=1)[C:2]([CH3:4])=[O:3].[CH2:16]([CH:18]([CH2:21][CH2:22][CH2:23][CH3:24])[CH2:19]Br)[CH3:17].C(=O)([O-])[O-].[K+].[K+]>CN(C)C=O>[NH:1]([C:5]1[C:14]2[C:9](=[CH:10][CH:11]=[C:12]([O:15][CH2:19][CH:18]([CH2:16][CH3:17])[CH2:21][CH2:22][CH2:23][CH3:24])[CH:13]=2)[CH:8]=[CH:7][CH:6]=1)[C:2]([CH3:4])=[O:3] |f:2.3.4|. Procedure details: 81 g of 1-acetamino-7-hydroxy-naphthalene and 85 g of 2-ethylhexyl bromide were reacted with each other in 250 ml of dimethylformamide in the presence of 66.5 g of anhydrous potassium carbonate over a steam bath for 5 hours to obtain 102.4 g of 1-acetamino-7-(2-ethylhexyloxy)naphthalene. This compound was dissolved in a mixed solution of 100 ml of acetic anhydride and 200 ml of glacial acetic acid. 44.2 g of concentrated nitric acid having a specific gravity of 1.42 was dropwise added thereto ov... Reactants: COC(=O)c1ccccc1O, CS(=O)(=O)Cl, c1ccncc1. Yields the product COC(=O)c1ccccc1OS(C)(=O)=O. RXN SMILES: [C:1]([c:2]1[c:3]([OH:4])[cH:5][cH:6][cH:7][cH:8]1)(=[O:9])[O:10][CH3:11].[CH3:12][S:13]([Cl:14])(=[O:15])=[O:16].[cH:17]1[cH:18][cH:19][n:20][cH:21][cH:22]1>>[C:1]([c:2]1[c:3]([O:4][S:13]([CH3:12])(=[O:15])=[O:16])[cH:5][cH:6][cH:7][cH:8]1)(=[O:9])[O:10][CH3:11].